Task: describe an organic reaction: reactants, conditions, products, and yield. Dataset: the Open Reaction Database (ORD), a public repository of structured organic reaction records Starting materials: OC1(c2cccnc2)CCC2(CCN(Cc3ccccc3)C2)CC1, [Na+], O=C([O-])O, c1ccncc1. The product is C1=C(c2cccnc2)CCC2(C1)CCN(Cc1ccccc1)C2. Reaction SMILES: [CH2:1]([c:2]1[cH:3][cH:4][cH:5][cH:6][cH:7]1)[N:8]1[CH2:9][C:10]2([CH2:11][CH2:12]1)[CH2:13][CH2:14][C:15]([OH:18])([c:19]1[cH:20][n:21][cH:22][cH:23][cH:24]1)[CH2:16][CH2:17]2.[Na+:29].[O-:25][C:26]([OH:27])=[O:28].[cH:30]1[cH:31][cH:32][n:33][cH:34][cH:35]1>>[CH2:1]([c:2]1[cH:3][cH:4][cH:5][cH:6][cH:7]1)[N:8]1[CH2:9][C:10]2([CH2:11][CH2:12]1)[CH2:13][CH:14]=[C:15]([c:19]1[cH:20][n:21][cH:22][cH:23][cH:24]1)[CH2:16][CH2:17]2. Reactants: Cl (HCl), O1CCOCC1 (1,4-dioxane), OC(=O)C(F)(F)F.OC(=O)C(F)(F)F.O1C(=NC2=C1C=CC=C2)N2C(CN(CC2)C(=O)OC(C)(C)C)COC=2C=NC=CC2 (tert-butyl 4-(benzo[d]oxazol-2-yl)-3-((pyridin-3-yloxy)methyl)piperazine-1-carboxylate di-TFA salt). Solvent: CO (MeOH). Run at time 1 hour. Product: N1=CC(=CC=C1)OCC1N(CCNC1)C=1OC2=C(N1)C=CC=C2 (2-(2-((pyridin-3-yloxy)methyl)piperazin-1-yl)benzo[d]oxazole). Reaction SMILES: Cl.O1CCOCC1.OC(C(F)(F)F)=O.OC(C(F)(F)F)=O.[O:22]1[C:26]2[CH:27]=[CH:28][CH:29]=[CH:30][C:25]=2[N:24]=[C:23]1[N:31]1[CH2:36][CH2:35][N:34](C(OC(C)(C)C)=O)[CH2:33][CH:32]1[CH2:44][O:45][C:46]1[CH:47]=[N:48][CH:49]=[CH:50][CH:51]=1>CO>[N:48]1[CH:49]=[CH:50][CH:51]=[C:46]([O:45][CH2:44][CH:32]2[CH2:33][NH:34][CH2:35][CH2:36][N:31]2[C:23]2[O:22][C:26]3[CH:27]=[CH:28][CH:29]=[CH:30][C:25]=3[N:24]=2)[CH:47]=1 |f:2.3.4|. Procedure: 4 M HCl in 1,4-dioxane (6 mL, 24 mmol) was added to a solution of tert-butyl 4-(benzo[d]oxazol-2-yl)-3-((pyridin-3-yloxy)methyl)piperazine-1-carboxylate di-TFA salt (74 mg, 0.14 mmol) in MeOH (1 mL). After 1 h, the reaction mixture was concentrated under reduced pressure. The material was dissolved in EtOAc (40 mL), washed with 1 N NaOH (2×20 mL) and brine (20 mL), dried over Na2SO4, filtered, and concentrated under reduced pressure. This gave 34.7 mg (79%) of the desired product as a thick yell... Starting materials: ClC=1C=NN(C1)C1=C(C=C(C=C1)C)Cl (4-chloro-1-(3-chloro-p-tolyl)pyrazole), BrN1C(CCC1=O)=O (N-bromosuccinimide), C(Cl)(Cl)(Cl)Cl (carbon tetrachloride). The reagents and catalysts are C(C1=CC=CC=C1)(=O)OOC(C1=CC=CC=C1)=O (dibenzoylperoxide). The product is ClC=1C=NN(C1)C1=CC(=C(C=C1)CBr)Cl (4-chloro-1-(4-bromomethyl-3-chlorophenyl)pyrazole). Yield: 68.0%. Reaction SMILES: [Cl:1][C:2]1[CH:3]=[N:4][N:5]([C:7]2[CH:12]=[CH:11][C:10]([CH3:13])=C[C:8]=2Cl)[CH:6]=1.[Br:15]N1C(=O)CCC1=O.[C:23]([Cl:27])(Cl)(Cl)Cl>C(OOC(=O)C1C=CC=CC=1)(=O)C1C=CC=CC=1>[Cl:1][C:2]1[CH:3]=[N:4][N:5]([C:7]2[CH:12]=[CH:11][C:10]([CH2:13][Br:15])=[C:23]([Cl:27])[CH:8]=2)[CH:6]=1. Procedure: 16 g of 4-chloro-1-(3-chloro-p-tolyl)pyrazole, 13 g of N-bromosuccinimide, 0.32 g of dibenzoylperoxide and 170 ml of carbon tetrachloride are heated to the boil for 1.5 hours. The resulting solution is cooled, filtered and evaporated to dryness. The obtained residue (20.1 g) is recrystallized from cyclohexane to yield 14.7 g (68% of theory) of 4-chloro-1-(4-bromomethyl-3-chlorophenyl)pyrazole (m.p. 77° to 78° C.). Reactants: CC(C)(N)CCNC(=O)OC(C)(C)C, C1CCOC1, CC(C)(C)[O-], Cl, [K+]. The product is CC1(C)CCNC(=O)N1. As a reaction SMILES: [C:2]([CH3:4])([CH3:5])([O:6][C:7](=[O:3])[NH:8][CH2:9][CH2:10][C:11]([CH3:12])([CH3:13])[NH2:14])[CH3:15].[CH2:22]1[O:23][CH2:24][CH2:25][CH2:26]1.[CH3:16][C:17]([CH3:18])([O-:19])[CH3:20].[ClH:1].[K+:21]>>[O:6]=[C:7]1[NH:8][CH2:9][CH2:10][C:11]([CH3:12])([CH3:13])[NH:14]1. The reactants are BrC=1C(=NN(C1)C)C=1SC(=CC1)C1=CC(=CC=C1)S(=O)(=O)C (4-bromo-3-[5-(3-methanesulfonyl-phenyl)-thiophen-2-yl]-1-methyl-1H-pyrazole), ClC1=C(C=CC=C1)B(O)O (2-chlorophenylboronic acid), C(=O)([O-])[O-].[K+].[K+] (K2CO3), Cl2Pd(dppf). Conditions: temperature 80 celsius, time 4 hour. Yields the product ClC1=C(C=CC=C1)C=1C(=NN(C1)C)C=1SC(=CC1)C1=CC(=CC=C1)S(=O)(=O)C (4-(2-chlorophenyl)-3-[5-(3-methanesulfonyl-phenyl)-thiophen-2-yl]-1-methyl-1H-pyrazole). Yield: 67.4%. As a reaction SMILES: Br[C:2]1[C:3]([C:8]2[S:9][C:10]([C:13]3[CH:18]=[CH:17][CH:16]=[C:15]([S:19]([CH3:22])(=[O:21])=[O:20])[CH:14]=3)=[CH:11][CH:12]=2)=[N:4][N:5]([CH3:7])[CH:6]=1.[Cl:23][C:24]1[CH:29]=[CH:28][CH:27]=[CH:26][C:25]=1B(O)O.C([O-])([O-])=O.[K+].[K+]>>[Cl:23][C:24]1[CH:29]=[CH:28][CH:27]=[CH:26][C:25]=1[C:2]1[C:3]([C:8]2[S:9][C:10]([C:13]3[CH:18]=[CH:17][CH:16]=[C:15]([S:19]([CH3:22])(=[O:21])=[O:20])[CH:14]=3)=[CH:11][CH:12]=2)=[N:4][N:5]([CH3:7])[CH:6]=1 |f:2.3.4|. Procedure: A mixture of 4-bromo-3-[5-(3-methanesulfonyl-phenyl)-thiophen-2-yl]-1-methyl-1H-pyrazole (88 mg, 022 mmol), 2-chlorophenylboronic acid (41 mg, 0.26 mmol), K2CO3 (91 mg, 0.66 mmol), Cl2Pd(dppf).DCM (18 mg, 10 mol %) and H2O (0.25 mL) in dioxane (2.5 mL) was sparged with Argon for 5 min and then heated at 80° C. as a sealed flask. After 4 h the reaction mixture was allowed to cool to ambient temperature, filtered (Celite™) and the filter agent rinsed with EtOAc. The combined filtrates were concent... Reactants: 231.1, ClC1=C(C(=CC=C1)Cl)C=C(Br)Br (1,3-dichloro-2-(2,2-dibromo-vinyl)-benzene), C(CN)N (ethylene diamine), 229.2, 233.1. Product: ClC1=C(CC=2NCCN2)C(=CC=C1)Cl (2-(2,6-Dichloro-benzyl)-4,5-dihydro-1H-imidazole). As a reaction SMILES: [Cl:1][C:2]1[CH:7]=[CH:6][CH:5]=[C:4]([Cl:8])[C:3]=1[CH:9]=[C:10](Br)Br.[CH2:13]([NH2:16])[CH2:14][NH2:15]>>[Cl:1][C:2]1[CH:7]=[CH:6][CH:5]=[C:4]([Cl:8])[C:3]=1[CH2:9][C:10]1[NH:15][CH2:14][CH2:13][N:16]=1. Reported procedure: 2-(2,6-Dichloro-benzyl)-4,5-dihydro-1H-imidazole was prepared from 1,3-dichloro-2-(2,2-dibromo-vinyl)-benzene and ethylene diamine in analogy to Example 1e): white crystals; MS (ISP): 233.1 (11%), 231.1 (63%) & 229.2 100%) (each [M+H]+). The reactants are C/C(/C=O)=C\C(=C\C)\C (2,4-dimethyl-(E,E)-2,4-hexadienal), [Br-].CC(\C=C\CC)[P+](C1=CC=CC=C1)(C1=CC=CC=C1)C1=CC=CC=C1 ((1-Methyl-(E)-2-pentenyl)triphenylphosphonium bromide), O1CCCC1 (tetrahydrofuran), C(CCC)[Li] (butyllithium). Run in CCCCC (pentane), O (Water). Reaction conditions: time 5 minute. The product is C\C(=C/C)\C=C(\C=C(\C=C\CC)/C)/C (3,5,7-Trimethyl-(E,E,E,E)-2,4,6,8-undecatetraene). RXN SMILES: [Br-].[CH3:2][CH:3]([P+](C1C=CC=CC=1)(C1C=CC=CC=1)C1C=CC=CC=1)/C=C/CC.O1[CH2:31][CH2:30][CH2:29][CH2:28]1.C([Li])CCC.[CH3:37]/[C:38](=[CH:41]\[C:42](\[CH3:45])=[CH:43]\[CH3:44])/[CH:39]=O>CCCCC.O>[CH3:28]/[C:29](/[CH:37]=[C:38](\[CH3:39])/[CH:41]=[C:42](\[CH3:45])/[CH:43]=[CH:44]/[CH2:2][CH3:3])=[CH:30]\[CH3:31] |f:0.1|. Procedure details: (1-Methyl-(E)-2-pentenyl)triphenylphosphonium bromide (0.40 g, 0.0009 mole), from Example 11, was added to a flask with 2 ml dry tetrahydrofuran. The reaction was run under nitrogen, and the flask was equipped with a magnetic stirrer. The mixture was cooled over ice, and butyllithium (2.5 m in hexane) was added dropwise until the color change became permanent; then an additional 0.4 ml (0.001 mole) was added. After 5 min, 100 mg (0.0008 mole) of 2,4-dimethyl-(E,E)-2,4-hexadienal (4, R1 =H) was a... Starting materials: CS(=O)(=O)O, COc1ccc(CCC(=O)O)c(Cl)c1OC. Yields the product COc1cc2c(c(Cl)c1OC)CCC2=O. As a reaction SMILES: [CH3:17][S:18](=[O:19])(=[O:20])[OH:21].[Cl:1][c:2]1[c:3]([CH2:12][CH2:13][C:14](=[O:15])[OH:16])[cH:4][cH:5][c:6]([O:10][CH3:11])[c:7]1[O:8][CH3:9]>>[Cl:1][c:2]1[c:3]2[c:4]([cH:5][c:6]([O:10][CH3:11])[c:7]1[O:8][CH3:9])[C:14](=[O:16])[CH2:13][CH2:12]2. Yields the product C(CCC)OC1=C(C=CC=C1)C(=O)C=O (2-n-butoxyphenylglyoxal). Reported procedure: 2 g of 2-n-butoxyacetophenone and 1.7 g of selenium dioxide are treated in the same manner as described in Example 6-(1). 2 g of 2-n-butoxyphenylglyoxal thus obtained are dissolved in 6 ml of dimethylsulfoxide, and 1.8 g of 3,4-dimethoxyphenethylamine are added thereto. The solution is stirred at room temperature for 30 minutes. Then, 12 ml of ethanol are added to the solution. After ice-cooling, 0.55 g of sodium borohydride is added gradually to the solution, and the mixture is stirred at room ... RXN SMILES: C([O:5][CH2:6][C:7]([C:9]1[CH:14]=[CH:13][CH:12]=[CH:11][CH:10]=1)=[O:8])CCC.[Se](=O)=O>>[CH2:6]([O:5][C:14]1[CH:13]=[CH:12][CH:11]=[CH:10][C:9]=1[C:7]([CH:6]=[O:5])=[O:8])[CH2:7][CH2:9][CH3:10]. Yield: 186.4%. Reactants: C(CCC)OCC(=O)C1=CC=CC=C1 (2-n-butoxyacetophenone), [Se](=O)=O (selenium dioxide).